Dataset: the Open Reaction Database (ORD), a public repository of structured organic reaction records. Task: describe an organic reaction: reactants, conditions, products, and yield Yields the product ON1N=CC2=CC=CN=C12 (1-hydroxy-7-aza-1H-indazole). Reagents/catalysts: [Br-].C(CCC)[N+](CCCC)(CCCC)CCCC (tetrabutylammonium bromide). Run in O (H2O), O (H2O), C(Cl)Cl (methylene chloride). Procedure: A solution of Na2CO3.10 H2O (7.3 mmol) in H2O (10 ml) is emulsified under vigorous stirring at about room temperature or slightly elevated temperature with a solution of 2-nitro-3-methoxypyridine (4.25 mmol) and tetrabutylammonium bromide (10.06 mmol) as phase transfer catalyst in methylene chloride (~20 mL). 2-phenyl-5(4H)-oxazolone (~60 mmol) is added in several portions during one hour. The layers are separated and the aqueous phase is washed with CH2Cl2. The combined organic solutions are dr... As a reaction SMILES: C([O-])([O-])=O.[Na+].[Na+].[N+:7]([C:10]1[C:15](OC)=[CH:14][CH:13]=[CH:12][N:11]=1)([O-:9])=O.C1([C:24]2OC(=O)C[N:28]=2)C=CC=CC=1>O.[Br-].C([N+](CCCC)(CCCC)CCCC)CCC.C(Cl)Cl>[OH:9][N:7]1[C:10]2[C:15](=[CH:14][CH:13]=[CH:12][N:11]=2)[CH:24]=[N:28]1 |f:0.1.2,6.7|. Reactants: C(=O)([O-])[O-].[Na+].[Na+] (Na2CO3), [N+](=O)([O-])C1=NC=CC=C1OC (2-nitro-3-methoxypyridine), C1(=CC=CC=C1)C=1OC(CN1)=O (2-phenyl-5(4H)-oxazolone). RXN SMILES: Cl[N:2]1[CH2:7][N:6]([NH:8][CH2:9][C:10]([CH3:28])([CH3:27])[CH2:11][C:12]2[CH:17]=[C:16]([C:18]([CH3:21])([CH3:20])[CH3:19])[C:15]([OH:22])=[C:14]([C:23]([CH3:26])([CH3:25])[CH3:24])[CH:13]=2)[CH2:5][N:4]([NH:29][CH2:30][C:31]([CH3:49])([CH3:48])[CH2:32][C:33]2[CH:38]=[C:37]([C:39]([CH3:42])([CH3:41])[CH3:40])[C:36]([OH:43])=[C:35]([C:44]([CH3:47])([CH3:46])[CH3:45])[CH:34]=2)[CH2:3]1.[CH2:50]([SH:62])[CH2:51][CH2:52][CH2:53][CH2:54][CH2:55][CH2:56][CH2:57][CH2:58][CH2:59][CH2:60][CH3:61].CC(C)=O.[OH-].[Na+]>O>[CH2:50]([S:62][N:2]1[CH2:7][N:6]([NH:8][CH2:9][C:10]([CH3:28])([CH3:27])[CH2:11][C:12]2[CH:17]=[C:16]([C:18]([CH3:21])([CH3:20])[CH3:19])[C:15]([OH:22])=[C:14]([C:23]([CH3:26])([CH3:25])[CH3:24])[CH:13]=2)[CH2:5][N:4]([NH:29][CH2:30][C:31]([CH3:49])([CH3:48])[CH2:32][C:33]2[CH:38]=[C:37]([C:39]([CH3:42])([CH3:41])[CH3:40])[C:36]([OH:43])=[C:35]([C:44]([CH3:47])([CH3:46])[CH3:45])[CH:34]=2)[CH2:3]1)[CH2:51][CH2:52][CH2:53][CH2:54][CH2:55][CH2:56][CH2:57][CH2:58][CH2:59][CH2:60][CH3:61] |f:3.4|. The solvent is O (water). Procedure details: 10.0 g (0.014 mol) of 1-chloro-3,5-di-[3-(3,5-di-tert.butyl-4-hydroxyphenyl)-2,2-dimethylpropylamino]-s-triazine (the product of Example 64) and 2.91 g (0.044 mol) of dodecylmercaptan are initially introduced into 50 ml of acetone and 0.58 g (0.0144 mol) of sodium hydroxide, dissolved in 1 ml of water, is added at room temperature. The mixture is then heated to the point of reflux and is stirred at this temperature for 5 hours. It is then cooled, insoluble matter is filtered off and the filtrate... The product is C(CCCCCCCCCCC)SN1CN(CN(C1)NCC(CC1=CC(=C(C(=C1)C(C)(C)C)O)C(C)(C)C)(C)C)NCC(CC1=CC(=C(C(=C1)C(C)(C)C)O)C(C)(C)C)(C)C (1-dodecylmercapto-3,5-di-[3-(3,5-di-tert.butyl-4-hydroxyphenyl)-2,2-dimethylpropylamino]-s-triazine). Run at time 5 hour. Starting materials: ClN1CN(CN(C1)NCC(CC1=CC(=C(C(=C1)C(C)(C)C)O)C(C)(C)C)(C)C)NCC(CC1=CC(=C(C(=C1)C(C)(C)C)O)C(C)(C)C)(C)C (1-chloro-3,5-di-[3-(3,5-di-tert.butyl-4-hydroxyphenyl)-2,2-dimethylpropylamino]-s-triazine), product, C(CCCCCCCCCCC)S (dodecylmercaptan), CC(=O)C (acetone), [OH-].[Na+] (sodium hydroxide). The reactants are COC(CN(C1=NC=CC(=C1)Cl)C(=O)OC(C)(C)C)=O ([tert-butoxycarbonyl-(4-chloro-pyridin-2-yl)-amino]-acetic acid methyl ester), COC1=CC=C(CN(C2=NC=C(C=N2)C=2C3=C(N=C(N2)N2CCOCC2)NCC3)CC3=CC=C(C=C3)OC)C=C1 (bis-(4-methoxy-benzyl)-[5-(2-morpholin-4-yl-6,7-dihydro-5H-pyrrolo[2,3-d]pyrimidin-4-yl)-pyrimidin-2-yl]-amine), COC=1C=CC=C(C1C=2C=CC=CC2P(C3CCCCC3)C4CCCCC4)OC (S-Phos), P(=O)([O-])([O-])[O-].[K+].[K+].[K+] (potassium phosphate). Reagents/catalysts: C(C)(=O)[O-].[Pd+2].C(C)(=O)[O-] (palladium acetate). The solvent is O (water), CN(C)C=O (DMF). Reaction conditions: temperature 100 celsius, time 1 hour. The product is COC(CN(C(=O)OC(C)(C)C)C1=NC=CC(=C1)N1CCC2=C1N=C(N=C2C=2C=NC(=NC2)N(CC2=CC=C(C=C2)OC)CC2=CC=C(C=C2)OC)N2CCOCC2)=O ({[4-(4-{2-[bis-(4-methoxy-benzyl)-amino]-pyrimidin-5-yl}-2-morpholin-4-yl-5,6-dihydro-pyrrolo[2,3-d]pyrimidin-7-yl)-pyridin-2-yl]-tert-butoxycarbonyl-amino}-acetic acid methyl ester). Isolated yield 89.5%. As a reaction SMILES: [CH3:1][O:2][C:3](=[O:20])[CH2:4][N:5]([C:13]([O:15][C:16]([CH3:19])([CH3:18])[CH3:17])=[O:14])[C:6]1[CH:11]=[C:10](Cl)[CH:9]=[CH:8][N:7]=1.[CH3:21][O:22][C:23]1[CH:60]=[CH:59][C:26]([CH2:27][N:28]([CH2:50][C:51]2[CH:56]=[CH:55][C:54]([O:57][CH3:58])=[CH:53][CH:52]=2)[C:29]2[N:34]=[CH:33][C:32]([C:35]3[C:36]4[CH2:49][CH2:48][NH:47][C:37]=4[N:38]=[C:39]([N:41]4[CH2:46][CH2:45][O:44][CH2:43][CH2:42]4)[N:40]=3)=[CH:31][N:30]=2)=[CH:25][CH:24]=1.COC1C=CC=C(OC)C=1C1C=CC=CC=1P(C1CCCCC1)C1CCCCC1.P([O-])([O-])([O-])=O.[K+].[K+].[K+]>O.C([O-])(=O)C.[Pd+2].C([O-])(=O)C.CN(C=O)C>[CH3:1][O:2][C:3](=[O:20])[CH2:4][N:5]([C:6]1[CH:11]=[C:10]([N:47]2[C:37]3[N:38]=[C:39]([N:41]4[CH2:42][CH2:43][O:44][CH2:45][CH2:46]4)[N:40]=[C:35]([C:32]4[CH:33]=[N:34][C:29]([N:28]([CH2:50][C:51]5[CH:56]=[CH:55][C:54]([O:57][CH3:58])=[CH:53][CH:52]=5)[CH2:27][C:26]5[CH:59]=[CH:60][C:23]([O:22][CH3:21])=[CH:24][CH:25]=5)=[N:30][CH:31]=4)[C:36]=3[CH2:49][CH2:48]2)[CH:9]=[CH:8][N:7]=1)[C:13]([O:15][C:16]([CH3:19])([CH3:18])[CH3:17])=[O:14] |f:3.4.5.6,8.9.10|. Procedure: A DMF solution (4 ml) of [tert-butoxycarbonyl-(4-chloro-pyridin-2-yl)-amino]-acetic acid methyl ester (200 mg, 0.667 mmol) obtained in Step A, bis-(4-methoxy-benzyl)-[5-(2-morpholin-4-yl-6,7-dihydro-5H-pyrrolo[2,3-d]pyrimidin-4-yl)-pyrimidin-2-yl]-amine (300 mg, 0.556 mmol), palladium acetate (12.5 mg, 0.0556 mmol), S-Phos (46 mg, 0.111 mmol) and potassium phosphate (354 mg, 1.67 mmol) was deaerated under irradiation of ultrasonic wave, followed by stirring at 100° C. for 1 hour under a nitrogen... Starting materials: C(C)(C)(C)OC(C[C@H](NC(=O)OCC1=CC=CC=C1)CS(=O)(=O)C1=CC=CC=C1)=O (N-(benzyloxycarbonyl)-3(S)-phenylsulfonylmethy-β-alanine tert-butyl ester), [H][H] (hydrogen). The reagents and catalysts are [Pd] (Pd—C). The solvent is C(C)(=O)O (acetic acid). The product is C(C)(C)(C)OC(C[C@H](N)CS(=O)(=O)C1=CC=CC=C1)=O (3(S)-phenylsulfonylmethy-βalanine tert-butyl ester). Yield: 98.7%. RXN SMILES: [C:1]([O:5][C:6](=[O:30])[CH2:7][C@@H:8]([CH2:20][S:21]([C:24]1[CH:29]=[CH:28][CH:27]=[CH:26][CH:25]=1)(=[O:23])=[O:22])[NH:9]C(OCC1C=CC=CC=1)=O)([CH3:4])([CH3:3])[CH3:2].[H][H]>C(O)(=O)C.[Pd]>[C:1]([O:5][C:6](=[O:30])[CH2:7][C@@H:8]([CH2:20][S:21]([C:24]1[CH:29]=[CH:28][CH:27]=[CH:26][CH:25]=1)(=[O:23])=[O:22])[NH2:9])([CH3:4])([CH3:2])[CH3:3]. Procedure: A mixture of N-(benzyloxycarbonyl)-3(S)-phenylsulfonylmethy-β-alanine tert-butyl ester (0.44 g) and 10% Pd—C (0.1 g, 50% wet) in acetic acid (5 ml) was hydrogenated at 1 atmospheric pressure of hydrogen for 1 hour. The catalyst was filtered off and the filtrate was evaporated in vacuo. The residue was dissolved in ethyl acetate and washed with saturated aqueous NaHCO3 solution. The organic layer was dried over MgSO4 and evaporated in vacuo to give 3(S)-phenylsulfonylmethy-βalanine tert-butyl est... Procedure: To a solution of 5-allyl-3-(1-BOC-2-(R)-pyrrolidinylmethoxy)6-chloropyridine in Et2O was added hydrogen chloride (4.0 M in 1,4-dioxane) carefully to afford the tittle compound: mp 90-92° C.; 1H NMR (D2O) δ 1.92 (m, 1H), 2.02-2.20 (m, 2H), 2.27 (m, 1H), 3.40 (t, 2H, J=7.0 Hz), 3.49 (d, 2H, J=6.5 Hz), 4.11 (m, 1H), 4.21 (dd, 1H, J=7.5, 10.5 Hz), 4.43 (dd, 1H, J=3.5, 10.5 Hz), 5.10 (dd, 1H, J=1.5, 17.0 Hz), 5.18 (dd, 1H, J=2.0, 10.0 Hz), 6.03 (m, 1H), 7.44 (d, 1H, J=3.0 Hz), 7.98 (d, 1H, J=3.0 Hz);... Solvent: CCOCC (Et2O). The reactants are C(C=C)C=1C=C(C=NC1Cl)OC[C@@H]1N(CCC1)C(=O)OC(C)(C)C (5-allyl-3-(1-BOC-2-(R)-pyrrolidinylmethoxy)6-chloropyridine), Cl (hydrogen chloride), Cl (HCl), O (H2O), CI NH3, CO (MeOH). Yields the product Cl.Cl.C(C=C)C=1C=C(C=NC1Cl)OC[C@@H]1NCCC1 (5-Allyl-6-chloro-3-(2-(R)-pyrrolidinylmethoxy)pyridine dihydrochloride). As a reaction SMILES: [CH2:1]([C:4]1[CH:5]=[C:6]([O:11][CH2:12][C@H:13]2[CH2:17][CH2:16][CH2:15][N:14]2C(OC(C)(C)C)=O)[CH:7]=[N:8][C:9]=1[Cl:10])[CH:2]=[CH2:3].[ClH:25].O.CO>CCOCC>[ClH:10].[ClH:25].[CH2:1]([C:4]1[CH:5]=[C:6]([O:11][CH2:12][C@H:13]2[CH2:17][CH2:16][CH2:15][NH:14]2)[CH:7]=[N:8][C:9]=1[Cl:10])[CH:2]=[CH2:3] |f:5.6.7|. The reactants are C(C)OC(CC1(OCCC2=C1NC1=C(C=CC(=C21)Cl)Cl)CCC)=O (5,8 dichloro-1-propyl-1,3,4,9-tetrahydropyrano[3,4-b]indole-1-acetic acid ethyl ester), [OH-].[Na+] (NaOH). The solvent is CCO (EtOH). Reaction conditions: temperature 50 celsius, time 6 hour. Product: ClC1=C2C3=C(NC2=C(C=C1)Cl)C(OCC3)(CC(=O)O)CCC (5,8-Dichloro-1-propyl-1,3,4,9-tetrahydropyrano[3,4-b]indole-1-acetic acid). Yield: 65.8%. As a reaction SMILES: C([O:3][C:4](=[O:24])[CH2:5][C:6]1([CH2:21][CH2:22][CH3:23])[C:11]2[NH:12][C:13]3[C:18]([C:10]=2[CH2:9][CH2:8][O:7]1)=[C:17]([Cl:19])[CH:16]=[CH:15][C:14]=3[Cl:20])C.[OH-].[Na+]>CCO>[Cl:19][C:17]1[CH:16]=[CH:15][C:14]([Cl:20])=[C:13]2[C:18]=1[C:10]1[CH2:9][CH2:8][O:7][C:6]([CH2:21][CH2:22][CH3:23])([CH2:5][C:4]([OH:24])=[O:3])[C:11]=1[NH:12]2 |f:1.2|. Reported procedure: To a solution of 5,8 dichloro-1-propyl-1,3,4,9-tetrahydropyrano[3,4-b]indole-1-acetic acid ethyl ester (1.2 g, 3.24 mmol) in EtOH (35 mL) was added 1 N NaOH (7 mL). The reaction mixture was stirred at 50° C. for 6 hours. The most of EtOH/NaOH was removed under reduced pressure and the resulting mixture was purified on HPLC to yield a white solid 0.730 g (66%). 1H NMR (CDCl3): 300 MHz δ 9.12 (bs, 1H), 7.03 (d, J=8.26 Hz, 1H), 6.96 (d, J=8.26 Hz, 1H), 4.04 (m, 2H), 3.14(m, 2H), 3.06(m, 2H), 2.03 (... Starting materials: C(C)O (ethanol), C(C)(=O)OCC=1CS[C@H]2N(C1C(=O)O)C(C2NC(C(=NOCCN=[N+]=[N-])C=2N=C(SC2)N)=O)=O (3-acetoxymethyl-7-[2-(2-amino-4-thiazolyl)-2-(2-azidoethoxyimino)-acetamido]-ceph-3-eme-4-carboxylic acid), molar solution, C(C)(=O)[O-].[Na+] (sodium acetate). The solvent is CO (methanol). The product is C(C)(=O)OCC=1CS[C@H]2N(C1C(=O)[O-])C(C2NC(C(=NOCCN=[N+]=[N-])C=2N=C(SC2)N)=O)=O.[Na+] (sodium 3-acetoxymethyl-7-[2-(2-amino-4-thiazolyl)-2-(2-azidoethoxyimino)-acetamido]-ceph-3-eme-4-carboxylate). Reaction SMILES: [C:1]([O:4][CH2:5][C:6]1[CH2:7][S:8][C@@H:9]2[CH:16]([NH:17][C:18](=[O:33])[C:19]([C:27]3[N:28]=[C:29]([NH2:32])[S:30][CH:31]=3)=[N:20][O:21][CH2:22][CH2:23][N:24]=[N+:25]=[N-:26])[C:15](=[O:34])[N:10]2[C:11]=1[C:12]([OH:14])=[O:13])(=[O:3])[CH3:2].C([O-])(=O)C.[Na+:39].C(O)C>CO>[C:1]([O:4][CH2:5][C:6]1[CH2:7][S:8][C@@H:9]2[CH:16]([NH:17][C:18](=[O:33])[C:19]([C:27]3[N:28]=[C:29]([NH2:32])[S:30][CH:31]=3)=[N:20][O:21][CH2:22][CH2:23][N:24]=[N+:25]=[N-:26])[C:15](=[O:34])[N:10]2[C:11]=1[C:12]([O-:14])=[O:13])(=[O:3])[CH3:2].[Na+:39] |f:1.2,5.6|. Reported procedure: 0.385 g of the acid of Example 32 was added to 1 ml of a molar solution of sodium acetate in methanol to obtain a lipid solution to which 5 ml of ethanol were slowly added. The mixture was vacuum filtered and the recovered product was rinsed with ethanol and then ether to obtain 0.215 g of the syn isomer of sodium 3-acetoxymethyl-7-[2-(2-amino-4-thiazolyl)-2-(2-azidoethoxyimino)-acetamido]-ceph-3-eme-4-carboxylate.